Dataset: the Open Reaction Database (ORD), a public repository of structured organic reaction records. Task: describe an organic reaction: reactants, conditions, products, and yield Procedure details: A solution of gaseous hydrogen chloride in ethyl acetate was added dropwise to a solution of 64 g of 1-benzyl-3-(3-trifluoromethyl-phenyl)-piperidine-3-ol in 100 ml of ethyl acetate until the pH was acidic and the mixture was vacuum filtered. The recovered product was washed with ethyl acetate and was dried under reduced pressure to obtain 62.5 g of 1-benzyl-3-(3-trifluoromethyl-phenyl)-piperidine-3-ol hydrochloride which sublimed towards 240° C. A suspension of 60 g of the said hydrochloride in... Starting materials: Cl (hydrogen chloride), C(C1=CC=CC=C1)N1CC(CCC1)(O)C1=CC(=CC=C1)C(F)(F)F (1-benzyl-3-(3-trifluoromethyl-phenyl)-piperidine-3-ol). Solvent: C(C)(=O)OCC (ethyl acetate), C(C)(=O)OCC (ethyl acetate). Reaction SMILES: [ClH:1].[CH2:2]([N:9]1[CH2:14][CH2:13][CH2:12][C:11]([C:16]2[CH:21]=[CH:20][CH:19]=[C:18]([C:22]([F:25])([F:24])[F:23])[CH:17]=2)([OH:15])[CH2:10]1)[C:3]1[CH:8]=[CH:7][CH:6]=[CH:5][CH:4]=1>C(OCC)(=O)C>[ClH:1].[CH2:2]([N:9]1[CH2:14][CH2:13][CH2:12][C:11]([C:16]2[CH:21]=[CH:20][CH:19]=[C:18]([C:22]([F:25])([F:23])[F:24])[CH:17]=2)([OH:15])[CH2:10]1)[C:3]1[CH:4]=[CH:5][CH:6]=[CH:7][CH:8]=1 |f:3.4|. Product: Cl.C(C1=CC=CC=C1)N1CC(CCC1)(O)C1=CC(=CC=C1)C(F)(F)F (1-benzyl-3-(3-trifluoromethyl-phenyl)-piperidine-3-ol hydrochloride).